From a dataset of the Open Reaction Database (ORD), a public repository of structured organic reaction records. describe an organic reaction: reactants, conditions, products, and yield Reactants: NC1=C(CCC2N(CCCC2)C)C=CC=C1 (2-(o-aminophenethyl)-1-methylpiperidine), C1(=CC=C(C=C1)C(=O)Cl)C (p-toluoyl chloride). Run in N1=CC=CC=C1 (pyridine). The product is CN1C(CCCC1)CCC1=C(NC(=O)C2=CC=C(C=C2)C)C=CC=C1 (2'-[2-(1-methyl-2-piperidyl)ethyl]p-toluanilide). RXN SMILES: [NH2:1][C:2]1[CH:16]=[CH:15][CH:14]=[CH:13][C:3]=1[CH2:4][CH2:5][CH:6]1[CH2:11][CH2:10][CH2:9][CH2:8][N:7]1[CH3:12].[C:17]1([CH3:26])[CH:22]=[CH:21][C:20]([C:23](Cl)=[O:24])=[CH:19][CH:18]=1>N1C=CC=CC=1>[CH3:12][N:7]1[CH2:8][CH2:9][CH2:10][CH2:11][CH:6]1[CH2:5][CH2:4][C:3]1[CH:13]=[CH:14][CH:15]=[CH:16][C:2]=1[NH:1][C:23]([C:20]1[CH:21]=[CH:22][C:17]([CH3:26])=[CH:18][CH:19]=1)=[O:24]. Reported procedure: Reaction of 2-(o-aminophenethyl)-1-methylpiperidine (80 g., 0.036 mole) with p-toluoyl chloride (6.2 g., 0.04 mole) in 50 ml. of pyridine according to the method of Example 25 provides 2'-[2-(1-methyl-2-piperidyl)ethyl]p-toluanilide. Crystallization from isopropyl ether and then from isopropyl alcohol provides 3.9 g., (32%) of analytically pure material, m.p. 90.5°-92° C. (corr.). Starting materials: CC(C)(C)OC(=O)N1CCC(C#CCOS(C)(=O)=O)CC1, ClCCl, O=C(O)C(F)(F)F. Product: CS(=O)(=O)OCC#CC1CCNCC1. Reaction SMILES: [C:1]([O:2][C:3](=[O:4])[N:8]1[CH2:9][CH2:10][CH:11]([C:14]#[C:15][CH2:16][O:17][S:18](=[O:19])(=[O:20])[CH3:21])[CH2:12][CH2:13]1)([CH3:5])([CH3:6])[CH3:7].[Cl:29][CH2:30][Cl:31].[F:22][C:23]([F:24])([F:25])[C:26]([OH:27])=[O:28]>>[NH:8]1[CH2:9][CH2:10][CH:11]([C:14]#[C:15][CH2:16][O:17][S:18](=[O:19])(=[O:20])[CH3:21])[CH2:12][CH2:13]1.